From a dataset of the Open Reaction Database (ORD), a public repository of structured organic reaction records. describe an organic reaction: reactants, conditions, products, and yield The reactants are Cc1cccc(Br)c1, O=Cc1ccc(B(O)O)cc1. Product: Cc1cccc(-c2ccc(C=O)cc2)c1. RXN SMILES: [Br:12][c:13]1[cH:14][c:15]([CH3:19])[cH:16][cH:17][cH:18]1.[CH:1](=[O:2])[c:3]1[cH:4][cH:5][c:6]([B:9]([OH:10])[OH:11])[cH:7][cH:8]1>>[CH:1](=[O:2])[c:3]1[cH:4][cH:5][c:6](-[c:13]2[cH:14][c:15]([CH3:19])[cH:16][cH:17][cH:18]2)[cH:7][cH:8]1. Reactants: O=C([O-])[O-], BrCC1CC1, [K+], [K+], O=C1NC(=O)c2cc([N+](=O)[O-])ccc21, CN(C)C=O. The product is O=C1c2ccc([N+](=O)[O-])cc2C(=O)N1CC1CC1. RXN SMILES: [C:20](=[O:21])([O-:22])[O-:23].[CH:15]1([CH2:18][Br:19])[CH2:16][CH2:17]1.[K+:24].[K+:25].[N+:1](=[O:2])([O-:3])[c:4]1[cH:5][c:6]2[c:7]([cH:13][cH:14]1)[C:8](=[O:9])[NH:10][C:11]2=[O:12].[O:26]=[CH:27][N:28]([CH3:29])[CH3:30]>>[N+:1](=[O:2])([O-:3])[c:4]1[cH:5][c:6]2[c:7]([cH:13][cH:14]1)[C:8](=[O:9])[N:10]([CH2:18][CH:15]1[CH2:16][CH2:17]1)[C:11]2=[O:12]. The reactants are [BH3-]C#N, CCO, NC(CCC(O)CNC(=O)OCc1ccccc1)C(=O)N1CCCC1C(=O)O, [Na+], [Na+], [OH-], O, O=C(O)C(=O)CCc1ccccc1. The product is O=C(NCC(O)CCC(NC(CCc1ccccc1)C(=O)O)C(=O)N1CCCC1C(=O)O)OCc1ccccc1. As a reaction SMILES: [C:44]([BH3-:45])#[N:46].[CH3:48][CH2:49][OH:50].[NH2:1][CH:2]([C:3](=[O:4])[N:5]1[CH:6]([C:7](=[O:8])[OH:9])[CH2:10][CH2:11][CH2:12]1)[CH2:13][CH2:14][CH:15]([CH2:16][NH:17][C:18](=[O:19])[O:20][CH2:21][c:22]1[cH:23][cH:24][cH:25][cH:26][cH:27]1)[OH:28].[Na+:43].[Na+:47].[OH-:42].[OH2:51].[c:29]1([CH2:35][CH2:36][C:37]([C:38](=[O:39])[OH:40])=[O:41])[cH:30][cH:31][cH:32][cH:33][cH:34]1>>[NH:1]([CH:2]([C:3](=[O:4])[N:5]1[CH:6]([C:7](=[O:8])[OH:9])[CH2:10][CH2:11][CH2:12]1)[CH2:13][CH2:14][CH:15]([CH2:16][NH:17][C:18](=[O:19])[O:20][CH2:21][c:22]1[cH:23][cH:24][cH:25][cH:26][cH:27]1)[OH:28])[CH:37]([CH2:36][CH2:35][c:29]1[cH:30][cH:31][cH:32][cH:33][cH:34]1)[C:38](=[O:39])[OH:40]. Reported procedure: Similarly to Example 116 and using 4-[(6-chloro-2-naphthyl)sulfonyl)-1-[methyl[1-(4-pyridinyl)-4-piperidinyl]amino]-6-oxo-2-piperazinecarboxylic acid (0.20 g) obtained in Example 110 and 4-hydroxypiperidine (0.051 g), the title compound (0.13 g) was obtained as a yellow powder. Reactants: ClC=1C=C2C=CC(=CC2=CC1)S(=O)(=O)N1CC(N(C(C1)=O)N(C1CCN(CC1)C1=CC=NC=C1)C)C(=O)O (4-[(6-Chloro-2-naphthyl)sulfonyl)-1-[methyl[1-(4-pyridinyl)-4-piperidinyl]amino]-6-oxo-2-piperazinecarboxylic Acid), OC1CCNCC1 (4-hydroxypiperidine). Reaction SMILES: [Cl:1][C:2]1[CH:3]=[C:4]2[C:9](=[CH:10][CH:11]=1)[CH:8]=[C:7]([S:12]([N:15]1[CH2:20][C:19](=[O:21])[N:18]([N:22]([CH3:35])[CH:23]3[CH2:28][CH2:27][N:26]([C:29]4[CH:34]=[CH:33][N:32]=[CH:31][CH:30]=4)[CH2:25][CH2:24]3)[CH:17]([C:36](O)=[O:37])[CH2:16]1)(=[O:14])=[O:13])[CH:6]=[CH:5]2.[OH:39][CH:40]1[CH2:45][CH2:44][NH:43][CH2:42][CH2:41]1>>[ClH:1].[Cl:1][C:2]1[CH:3]=[C:4]2[C:9](=[CH:10][CH:11]=1)[CH:8]=[C:7]([S:12]([N:15]1[CH2:16][CH:17]([C:36]([N:43]3[CH2:44][CH2:45][CH:40]([OH:39])[CH2:41][CH2:42]3)=[O:37])[N:18]([N:22]([CH3:35])[CH:23]3[CH2:24][CH2:25][N:26]([C:29]4[CH:34]=[CH:33][N:32]=[CH:31][CH:30]=4)[CH2:27][CH2:28]3)[C:19](=[O:21])[CH2:20]1)(=[O:13])=[O:14])[CH:6]=[CH:5]2 |f:2.3|. Product: Cl.ClC=1C=C2C=CC(=CC2=CC1)S(=O)(=O)N1CC(N(C(C1)C(=O)N1CCC(CC1)O)N(C1CCN(CC1)C1=CC=NC=C1)C)=O (4-[(6-Chloro-2-naphthyl)sulfonyl]-6-[(4-hydroxy-1-piperidinyl)carbonyl]-1-[methyl[1-(4-pyridinyl)-4-piperidinyl]amino]-2-piperazinone Hydrochloride). Isolated yield 107.1%. Starting materials: O=C([O-])O, Cl, COCCOc1ccc(-c2c(C#N)c(N)nc(S)c2C#N)cc1, [Na+], CN(C)C=O, O, ClCc1ccccn1. The product is COCCOc1ccc(-c2c(C#N)c(N)nc(SCc3ccccn3)c2C#N)cc1. As a reaction SMILES: [C:24](=[O:25])([OH:26])[O-:27].[ClH:29].[NH2:1][c:2]1[n:3][c:4]([SH:23])[c:5]([C:21]#[N:22])[c:6](-[c:10]2[cH:11][cH:12][c:13]([O:16][CH2:17][CH2:18][O:19][CH3:20])[cH:14][cH:15]2)[c:7]1[C:8]#[N:9].[Na+:28].[O:39]=[CH:40][N:41]([CH3:42])[CH3:43].[OH2:38].[c:30]1([CH2:36][Cl:37])[cH:31][cH:32][cH:33][cH:34][n:35]1>>[NH2:1][c:2]1[n:3][c:4]([S:23][CH2:36][c:30]2[cH:31][cH:32][cH:33][cH:34][n:35]2)[c:5]([C:21]#[N:22])[c:6](-[c:10]2[cH:11][cH:12][c:13]([O:16][CH2:17][CH2:18][O:19][CH3:20])[cH:14][cH:15]2)[c:7]1[C:8]#[N:9]. Starting materials: C(C)(=O)OCC (ethyl acetate), [Si](C)(C)(C(C)(C)C)OC(C)[C@@H]1C(N[C@H]1C#C[Si](C)(C)C)=O (trans-3-[1-(tert-Butyldimethylsilyloxy)ethyl]-4-trimethylsilylethynyl-2-azetidinone), S(O)(O)(=O)=O (sulfuric acid). Reagents/catalysts: S(=O)(=O)([O-])[O-].[Hg+2] (mercury sulfate). Run in O (water), O1CCCC1 (tetrahydrofuran), O (water). Conditions: time 15 hour. Product: C(C)(=O)[C@H]1[C@@H](C(N1)=O)C(C)O[Si](C)(C)C(C)(C)C (trans-4-acetyl-3-[1-(tert-butyldimethylsilyloxy)ethyl]-2-azetidinone). As a reaction SMILES: [Si:1]([O:8][CH:9]([C@H:11]1[C@H:14]([C:15]#[C:16][Si](C)(C)C)[NH:13][C:12]1=[O:21])[CH3:10])([C:4]([CH3:7])([CH3:6])[CH3:5])([CH3:3])[CH3:2].S(=O)(=O)(O)[OH:23].C(OCC)(=O)C>O1CCCC1.O.S([O-])([O-])(=O)=O.[Hg+2]>[C:15]([C@@H:14]1[NH:13][C:12](=[O:21])[C@H:11]1[CH:9]([O:8][Si:1]([C:4]([CH3:7])([CH3:6])[CH3:5])([CH3:3])[CH3:2])[CH3:10])(=[O:23])[CH3:16] |f:5.6|. Procedure: trans-3-[1-(tert-Butyldimethylsilyloxy)ethyl]-4-trimethylsilylethynyl-2-azetidinone (1.2 g) is dissolved in a mixture of tetrahydrofuran (20 ml) and water (2 ml), and mercury sulfate (0.07 g) and concentrated sulfuric acid (catalytic amount) are added, followed by stirring at room temperature for 15 hours. The reaction mixture is poured into a mixture of ethyl acetate (150 ml) and water (100 ml) and the organic layer is separated, washed with aqueous sodium chloride, dried over magnesium sulfate... Reactants: OC1=C(C=C2C(=NC=NC2=C1)OC=1C=C2C=CNC2=CC1)OC (7-hydroxy-4-(indol-5-yloxy)-6-methoxyquinazoline), COCCOCCO (2-(2-methoxyethoxy)ethanol). The product is N1C=CC2=CC(=CC=C12)OC1=NC=NC2=CC(=C(C=C12)OC)OCCOCCOC (4-(indol-5-yloxy)-6-methoxy-7-(2-(2-methoxyethoxy)ethoxy)quinazoline). The yield is 42.2%. As a reaction SMILES: [OH:1][C:2]1[CH:11]=[C:10]2[C:5]([C:6]([O:12][C:13]3[CH:14]=[C:15]4[C:19](=[CH:20][CH:21]=3)[NH:18][CH:17]=[CH:16]4)=[N:7][CH:8]=[N:9]2)=[CH:4][C:3]=1[O:22][CH3:23].[CH3:24][O:25][CH2:26][CH2:27][O:28][CH2:29][CH2:30]O>>[NH:18]1[C:19]2[C:15](=[CH:14][C:13]([O:12][C:6]3[C:5]4[C:10](=[CH:11][C:2]([O:1][CH2:30][CH2:29][O:28][CH2:27][CH2:26][O:25][CH3:24])=[C:3]([O:22][CH3:23])[CH:4]=4)[N:9]=[CH:8][N:7]=3)=[CH:21][CH:20]=2)[CH:16]=[CH:17]1. Reported procedure: Using an analogous procedure to that described in Example 91, 7-hydroxy-4-(indol-5-yloxy)-6-methoxyquinazoline (89 mg) was reacted with 2-(2-methoxyethoxy)ethanol (70 mg) to give 4-(indol-5-yloxy)-6-methoxy-7-(2-(2-methoxyethoxy)ethoxy)quinazoline (50 mg, 42%). Run in CN(C)C=O (DMF). The product is BrC1=CN(C2=NC(=CC=C21)OCC2=CC=NC=C2)C (3-bromo-1-methyl-6-(pyridin-4-ylmethoxy)-1H-pyrrolo[2,3-b]pyridine). The reactants are BrC1=CN(C2=NC(=CC=C21)F)C (3-bromo-6-fluoro-1-methyl-1H-pyrrolo[2,3-b]pyridine), N1=CC=C(C=C1)CO (pyridine-4-ylmethanol), [H-].[Na+] (sodium hydride). RXN SMILES: [Br:1][C:2]1[C:10]2[C:5](=[N:6][C:7](F)=[CH:8][CH:9]=2)[N:4]([CH3:12])[CH:3]=1.[N:13]1[CH:18]=[CH:17][C:16]([CH2:19][OH:20])=[CH:15][CH:14]=1.[H-].[Na+]>CN(C=O)C>[Br:1][C:2]1[C:10]2[C:5](=[N:6][C:7]([O:20][CH2:19][C:16]3[CH:17]=[CH:18][N:13]=[CH:14][CH:15]=3)=[CH:8][CH:9]=2)[N:4]([CH3:12])[CH:3]=1 |f:2.3|. Procedure details: To a solution of 3-bromo-6-fluoro-1-methyl-1H-pyrrolo[2,3-b]pyridine (0.4 g, 1.74 mmol) and pyridine-4-ylmethanol (0.21 g, 1.93 mmol) in DMF (5.0 mL) is added portionwise sodium hydride (0.05 g, 2.11 mmol) at room temperature and the resulting reaction mixture is stirred for 1 h. The reaction is quenched with cold brine solution and extracted with EtOAc (4×100 mL). The combined organic layers are dried over sodium sulphate, filtered and concentrated in vacuo. The residue is purified by crystalli... Isolated yield 54.1%. Reaction conditions: time 1 hour. The reactants are C, c1ccc(CN2CCC3(CC2)Cc2ccccc2O3)cc1, CC(C)O, [H][H], [Pd]. Product: c1ccc2c(c1)CC1(CCNCC1)O2. As a reaction SMILES: [C:28].[CH2:1]([c:2]1[cH:3][cH:4][cH:5][cH:6][cH:7]1)[N:8]1[CH2:9][CH2:10][C:11]2([O:12][c:13]3[c:14]([cH:16][cH:17][cH:18][cH:19]3)[CH2:15]2)[CH2:20][CH2:21]1.[CH:24]([OH:25])([CH3:26])[CH3:27].[H:22][H:23].[Pd:29]>>[NH:8]1[CH2:9][CH2:10][C:11]2([O:12][c:13]3[c:14]([cH:16][cH:17][cH:18][cH:19]3)[CH2:15]2)[CH2:20][CH2:21]1.